Dataset: the Open Reaction Database (ORD), a public repository of structured organic reaction records. Task: describe an organic reaction: reactants, conditions, products, and yield Starting materials: CCCCCCC, ClCCBr, [H-], [Na+], CN(C)C=O, O, c1cnc2[nH]cnc2c1. The product is ClCCn1cnc2cccnc21. Reaction SMILES: [CH3:22][CH2:23][CH2:24][CH2:25][CH2:26][CH2:27][CH3:28].[Cl:12][CH2:13][CH2:14][Br:15].[H-:10].[Na+:11].[O:17]=[CH:18][N:19]([CH3:20])[CH3:21].[OH2:16].[n:1]1[cH:2][nH:3][c:4]2[n:5][cH:6][cH:7][cH:8][c:9]12>>[n:1]1[cH:2][n:3]([CH2:14][CH2:13][Cl:12])[c:4]2[n:5][cH:6][cH:7][cH:8][c:9]12. The reactants are BrCc1ccccc1, CCOC(OCC)[PH](=O)C(C)(C)C, [Li]CCCC, [Cl-], [NH4+], C1CCOC1. The product is CCOC(OCC)P(=O)(Cc1ccccc1)C(C)(C)C. RXN SMILES: [Br:19][CH2:20][c:21]1[cH:22][cH:23][cH:24][cH:25][cH:26]1.[C:1]([CH3:2])([CH3:3])([CH3:4])[PH:5]([CH:6]([O:7][CH2:8][CH3:9])[O:10][CH2:11][CH3:12])=[O:13].[CH2:14]([Li:15])[CH2:16][CH2:17][CH3:18].[Cl-:27].[NH4+:28].[O:29]1[CH2:30][CH2:31][CH2:32][CH2:33]1>>[C:1]([CH3:2])([CH3:3])([CH3:4])[P:5]([CH:6]([O:7][CH2:8][CH3:9])[O:10][CH2:11][CH3:12])(=[O:13])[CH2:20][c:21]1[cH:22][cH:23][cH:24][cH:25][cH:26]1. Reactants: NC1=CC=C(CCC(=O)OCC)C=C1 (ethyl p-aminohydrocinnamate), BrCCCCCCCCCCCCCCCC (1-bromohexadecane), C([O-])([O-])=O.[K+].[K+] (potassium carbonate). The solvent is CN(P(=O)(N(C)C)N(C)C)C (hexamethylphosphoramide). Yields the product C(CCCCCCCCCCCCCCC)NC1=CC=C(CCC(=O)OCC)C=C1 (ethyl 4-(hexadecylamino)hydrocinnamate). Reaction SMILES: [NH2:1][C:2]1[CH:14]=[CH:13][C:5]([CH2:6][CH2:7][C:8]([O:10][CH2:11][CH3:12])=[O:9])=[CH:4][CH:3]=1.Br[CH2:16][CH2:17][CH2:18][CH2:19][CH2:20][CH2:21][CH2:22][CH2:23][CH2:24][CH2:25][CH2:26][CH2:27][CH2:28][CH2:29][CH2:30][CH3:31].C(=O)([O-])[O-].[K+].[K+]>CN(C)P(N(C)C)(N(C)C)=O>[CH2:31]([NH:1][C:2]1[CH:3]=[CH:4][C:5]([CH2:6][CH2:7][C:8]([O:10][CH2:11][CH3:12])=[O:9])=[CH:13][CH:14]=1)[CH2:30][CH2:29][CH2:28][CH2:27][CH2:26][CH2:25][CH2:24][CH2:23][CH2:22][CH2:21][CH2:20][CH2:19][CH2:18][CH2:17][CH3:16] |f:2.3.4|. Procedure: In a manner according to Example 1, ethyl p-aminohydrocinnamate is alkylated with 1-bromohexadecane and potassium carbonate in hexamethylphosphoramide, providing ethyl 4-(hexadecylamino)hydrocinnamate. As a reaction SMILES: Cl[C:2]1[N:10]=[CH:9][N:8]=[C:7]2[C:3]=1[N:4]=[C:5]([C:12]1[CH:17]=[CH:16][CH:15]=[CH:14][CH:13]=1)[N:6]2[CH3:11].[NH3:18]>>[CH3:11][N:6]1[C:5]([C:12]2[CH:17]=[CH:16][CH:15]=[CH:14][CH:13]=2)=[N:4][C:3]2[C:7]1=[N:8][CH:9]=[N:10][C:2]=2[NH2:18]. The product is CN1C2=NC=NC(=C2N=C1C1=CC=CC=C1)N (9-methyl-8-phenylpurine-6-ylamine). Reported procedure: 6-chloro-9-methyl-8-phenylpurine was added in a steel vial to ammonia cooled to −196° C. using liquid nitrogen. The reaction mixture was allowed to warm to 16° C. for 70 hours; after that, the ammonia was allowed to evaporate at room temperature and the residue was chromatographed and/or crystallized to give 9-methyl-8-phenylpurine-6-ylamine, a compound of Formula (I). The reactants are ClC1=C2N=C(N(C2=NC=N1)C)C1=CC=CC=C1 (6-chloro-9-methyl-8-phenylpurine), steel, N (ammonia), N (ammonia). Run at temperature -196 celsius. The reactants are BrCC=C(C)C (1-bromo-3-methyl-2-butene), [Na] (sodium), resultant suspension, CN1CN(C(C=2N3C(=NC12)N(C(C=C3O)=O)CC3=CC=C(C=C3)F)=O)C (2,3-dihydro-1,3-dimethyl-9-(4-fluorobenzyl)-6-hydroxy-pyrimido[2,1-f]purine-4,8(1H,9H)-dione). The solvent is C(C)O (ethanol). Conditions: time 90 hour. The product is CN1CN(C(C=2N3C(=NC12)N(C(C(=C3O)CC=C(C)C)=O)CC3=CC=C(C=C3)F)=O)C (2,3-Dihydro-1,3-dimethyl-9-(4-fluorobenzyl)-6-hydroxy-7-(3-methyl-2-butenyl)-pyrimido[2-1-f]purine-4,8(1H,9H)dione). Reaction SMILES: [Na].[CH3:2][N:3]1[C:11]2[N:10]=[C:9]3[N:12]([CH2:18][C:19]4[CH:24]=[CH:23][C:22]([F:25])=[CH:21][CH:20]=4)[C:13](=[O:17])[CH:14]=[C:15]([OH:16])[N:8]3[C:7]=2[C:6](=[O:26])[N:5]([CH3:27])[CH2:4]1.Br[CH2:29][CH:30]=[C:31]([CH3:33])[CH3:32]>C(O)C>[CH3:2][N:3]1[C:11]2[N:10]=[C:9]3[N:12]([CH2:18][C:19]4[CH:24]=[CH:23][C:22]([F:25])=[CH:21][CH:20]=4)[C:13](=[O:17])[C:14]([CH2:29][CH:30]=[C:31]([CH3:33])[CH3:32])=[C:15]([OH:16])[N:8]3[C:7]=2[C:6](=[O:26])[N:5]([CH3:27])[CH2:4]1 |^1:0|. Reported procedure: Dissolve 1.48 g (0.0644 mole) of sodium metal in 450 ml of ethanol (2B; anhydrous). Add 23.0 g (0.0644 mole) of 2,3-dihydro-1,3-dimethyl-9-(4-fluorobenzyl)-6-hydroxy-pyrimido[2,1-f]purine-4,8(1H,9H)-dione. Stir the resultant suspension under a nitrogen atmosphere for 0.5 hour, then add 9.60 g (0.0644 mole) of 1-bromo-3-methyl-2-butene. Stir the mixture at room temperature for 90 hours under a nitrogen atmosphere. Filter off the white solids, and remove solvent from the filtrate under reduced pre... Reactants: COc1ccccc1N, O=C(O)c1cccc(S(=O)(=O)c2ccccc2)c1. Product: COc1ccccc1NC(=O)c1cccc(S(=O)(=O)c2ccccc2)c1. RXN SMILES: [CH3:19][O:20][c:21]1[c:22]([NH2:23])[cH:24][cH:25][cH:26][cH:27]1.[c:1]1([S:7](=[O:8])(=[O:9])[c:10]2[cH:11][c:12]([C:13](=[O:14])[OH:15])[cH:16][cH:17][cH:18]2)[cH:2][cH:3][cH:4][cH:5][cH:6]1>>[c:1]1([S:7](=[O:8])(=[O:9])[c:10]2[cH:11][c:12]([C:13](=[O:15])[NH:23][c:22]3[c:21]([O:20][CH3:19])[cH:27][cH:26][cH:25][cH:24]3)[cH:16][cH:17][cH:18]2)[cH:2][cH:3][cH:4][cH:5][cH:6]1. Reactants: COc1cc(OC)nc(S(C)(=O)=O)n1, CN(C)C=O, CC(=O)O, [H-], [Na+], COC(=O)C(O)C(C)(Oc1ccccc1)c1ccccc1, O. The product is COC(=O)C(Oc1nc(OC)cc(OC)n1)C(C)(Oc1ccccc1)c1ccccc1. As a reaction SMILES: [CH3:24][O:25][c:26]1[n:27][c:28]([S:34]([CH3:35])(=[O:36])=[O:37])[n:29][c:30]([O:32][CH3:33])[cH:31]1.[CH3:39][N:40]([CH3:41])[CH:42]=[O:43].[CH3:44][C:45](=[O:46])[OH:47].[H-:22].[Na+:23].[O:1]([c:2]1[cH:3][cH:4][cH:5][cH:6][cH:7]1)[C:8]([CH:9]([C:10](=[O:11])[O:12][CH3:13])[OH:14])([CH3:15])[c:16]1[cH:17][cH:18][cH:19][cH:20][cH:21]1.[OH2:38]>>[O:1]([c:2]1[cH:3][cH:4][cH:5][cH:6][cH:7]1)[C:8]([CH:9]([C:10](=[O:11])[O:12][CH3:13])[O:14][c:28]1[n:27][c:26]([O:25][CH3:24])[cH:31][c:30]([O:32][CH3:33])[n:29]1)([CH3:15])[c:16]1[cH:17][cH:18][cH:19][cH:20][cH:21]1. Yields the product CC(NC(=O)c1cc(C(=O)NC(Cc2ccccc2)C(O)C(=O)O)cc(N(C)S(C)(=O)=O)c1)c1ccccc1. Reactants: COC(=O)C(O)C(Cc1ccccc1)NC(=O)c1cc(C(=O)NC(C)c2ccccc2)cc(N(C)S(C)(=O)=O)c1, CO, [Na+], [OH-]. RXN SMILES: [CH3:1][O:2][C:3]([CH:4]([CH:5]([CH2:6][c:7]1[cH:8][cH:9][cH:10][cH:11][cH:12]1)[NH:13][C:14]([c:15]1[cH:16][c:17]([N:32]([S:33](=[O:34])(=[O:35])[CH3:36])[CH3:37])[cH:18][c:19]([C:21](=[O:22])[NH:23][CH:24]([CH3:25])[c:26]2[cH:27][cH:28][cH:29][cH:30][cH:31]2)[cH:20]1)=[O:38])[OH:39])=[O:40].[CH3:43][OH:44].[Na+:42].[OH-:41]>>[O:2]=[C:3]([CH:4]([CH:5]([CH2:6][c:7]1[cH:8][cH:9][cH:10][cH:11][cH:12]1)[NH:13][C:14]([c:15]1[cH:16][c:17]([N:32]([S:33](=[O:34])(=[O:35])[CH3:36])[CH3:37])[cH:18][c:19]([C:21](=[O:22])[NH:23][CH:24]([CH3:25])[c:26]2[cH:27][cH:28][cH:29][cH:30][cH:31]2)[cH:20]1)=[O:38])[OH:39])[OH:40].